From a dataset of the Open Reaction Database (ORD), a public repository of structured organic reaction records. describe an organic reaction: reactants, conditions, products, and yield Starting materials: BrCC1OCCO1, O=C([O-])[O-], [K+], [K+], CC(C)(C)OC(=O)N1CCC(c2ccc(O)cc2)C(O)C1. Product: CC(C)(C)OC(=O)N1CCC(c2ccc(OCC3OCCO3)cc2)C(O)C1. RXN SMILES: [Br:22][CH2:23][CH:24]1[O:25][CH2:26][CH2:27][O:28]1.[C:29](=[O:30])([O-:31])[O-:32].[K+:33].[K+:34].[OH:1][CH:2]1[CH2:3][N:4]([C:15](=[O:16])[O:17][C:18]([CH3:19])([CH3:20])[CH3:21])[CH2:5][CH2:6][CH:7]1[c:8]1[cH:9][cH:10][c:11]([OH:14])[cH:12][cH:13]1>>[OH:1][CH:2]1[CH2:3][N:4]([C:15](=[O:16])[O:17][C:18]([CH3:19])([CH3:20])[CH3:21])[CH2:5][CH2:6][CH:7]1[c:8]1[cH:9][cH:10][c:11]([O:14][CH2:23][CH:24]2[O:25][CH2:26][CH2:27][O:28]2)[cH:12][cH:13]1. The reactants are FC=1C=C(COC=2C=CC(=C(C#N)C2)[N+](=O)[O-])C=C(C1)F (5-[(3,5-difluorobenzyl)oxy]-2-nitrobenzonitrile). Reagents/catalysts: [Pd] (palladium). Run in O1CCOCC1 (1,4-dioxane). Conditions: time 4 hour. The product is NC1=C(C#N)C=C(C=C1)OCC1=CC(=CC(=C1)F)F (2-amino-5-[(3,5-difluorobenzyl)oxy]benzonitrile). The yield is 86.0%. Reaction SMILES: [F:1][C:2]1[CH:3]=[C:4]([CH:18]=[C:19]([F:21])[CH:20]=1)[CH2:5][O:6][C:7]1[CH:8]=[CH:9][C:10]([N+:15]([O-])=O)=[C:11]([CH:14]=1)[C:12]#[N:13]>O1CCOCC1.[Pd]>[NH2:15][C:10]1[CH:9]=[CH:8][C:7]([O:6][CH2:5][C:4]2[CH:18]=[C:19]([F:21])[CH:20]=[C:2]([F:1])[CH:3]=2)=[CH:14][C:11]=1[C:12]#[N:13]. Reported procedure: A mixture of 5-[(3,5-difluorobenzyl)oxy]-2-nitrobenzonitrile (1 g, 3.44 mmol) and palladium 5% on carbon (150 mg) in 1,4-dioxane (20 mL) was treated under hydrogen atmosphere (40 psi) at room temperature. After 4 hours, the mixture was filtered on a celite pad and evaporated to dryness affording 770 mg (yield 86%) of the title compound. Starting materials: NCC1CCNCC1 (4-aminomethyl-piperidine), ClC=1C=C(CCl)C=CC1Cl (3,4-dichlorobenzyl chloride), C([O-])([O-])=O.[K+].[K+] (potassium carbonate). Solvent: C(C)#N (acetonitrile). Reaction conditions: temperature 60 celsius, time 8 hour. Product: ClC=1C=C(CN2CCC(CC2)CN)C=CC1Cl (C-[1-(3,4-dichloro-benzyl)-piperidin-4-yl]-methylamine). RXN SMILES: [NH2:1][CH2:2][CH:3]1[CH2:8][CH2:7][NH:6][CH2:5][CH2:4]1.[Cl:9][C:10]1[CH:11]=[C:12]([CH:15]=[CH:16][C:17]=1[Cl:18])[CH2:13]Cl.C(=O)([O-])[O-].[K+].[K+]>C(#N)C>[Cl:9][C:10]1[CH:11]=[C:12]([CH:15]=[CH:16][C:17]=1[Cl:18])[CH2:13][N:6]1[CH2:7][CH2:8][CH:3]([CH2:2][NH2:1])[CH2:4][CH2:5]1 |f:2.3.4|. Procedure: After dissolving 4-aminomethyl-piperidine (10 g) in acetonitrile (250 ml), 3,4-dichlorobenzyl chloride (5.8 g) and potassium carbonate (5 g) were added at room temperature, and the mixture was stirred at 60° C. overnight. The reaction mixture was filtered, the solvent was removed under reduced pressure, and the obtained residue was purified by thin-layer silica gel chromatography (dichloromethane/methanol/triethylamine=85/7/7) to obtain C-[1-(3,4-dichloro-benzyl)-piperidin-4-yl]-methylamine. The... Reactants: [OH-].[Na+] (sodium hydroxide), [Cl-].[Zn+2].[Cl-] (zinc chloride), C(\C=C\C=C\C)(=O)O (sorbic acid). Run in O (water), O (water). Reaction conditions: temperature 70 celsius, time 2.5 hour. Yields the product C(\C=C\C=C\C)(=O)[O-].[Zn+2].C(\C=C\C=C\C)(=O)[O-] (zinc sorbate). Isolated yield 76.5%. RXN SMILES: [OH-].[Na+].[C:3]([OH:10])(=[O:9])/[CH:4]=[CH:5]/[CH:6]=[CH:7]/[CH3:8].[Cl-].[Zn+2:12].[Cl-]>O>[C:3]([O-:10])(=[O:9])/[CH:4]=[CH:5]/[CH:6]=[CH:7]/[CH3:8].[Zn+2:12].[C:3]([O-:10])(=[O:9])/[CH:4]=[CH:5]/[CH:6]=[CH:7]/[CH3:8] |f:0.1,3.4.5,7.8.9|. Procedure: A solution of 47% (w/w) sodium hydroxide (5.5 g) is added to slurry of sorbic acid (5.6 g, 0.05 mol) in water (100 mL) at 70° C. to give a clear slightly alkaline solution. A solution of zinc chloride (3.4 g, 0.025 mol) in water (50 mL) is added and a precipitate is formed immediately. The mixture is stirred at 70° C. for further 2.5 hours. The precipitate is then filtered and dried to yield 5.5 g (76%) zinc sorbate as a fine white powder. IR absorption bands: 1521 and 1418 cm−1. Starting materials: C(=O)(OC(C)(C)C)N[C@@H](C(C)C)C(=O)O (N-Boc-valine), ClC1=CC=C(CNC(=O)C=2C=NC3=C(C=C(C=C3C2O)CCCO)F)C=C1 (N-(4-Chlorobenzyl)-8-fluoro-4-hydroxy-6-(3-hydroxypropyl)-3-quinolinecarboxamide), CCN=C=NCCCN(C)C.Cl (EDC hydrochloride). Reagents/catalysts: CN(C)C=1C=CN=CC1 (DMAP). Solvent: N1=CC=CC=C1 (pyridine). Conditions: time 8 hour. The product is C(C)(C)(C)OC(=O)NC(C(=O)OCCCC=1C=C2C(=C(C=NC2=C(C1)F)C(=O)NCC1=CC=C(C=C1)Cl)O)C(C)C (3-(3-{[(4-Chlorobenzyl)amino]carbonyl}-8-fluoro-4-hydroxy-6-quinolinyl)propyl 2-[(tert-butoxycarbonyl)amino]-3-methylbutanoate). As a reaction SMILES: [C:1]([NH:8][C@H:9]([C:13]([OH:15])=[O:14])[CH:10]([CH3:12])[CH3:11])([O:3][C:4]([CH3:7])([CH3:6])[CH3:5])=[O:2].[Cl:16][C:17]1[CH:42]=[CH:41][C:20]([CH2:21][NH:22][C:23]([C:25]2[CH:26]=[N:27][C:28]3[C:33]([C:34]=2[OH:35])=[CH:32][C:31]([CH2:36][CH2:37][CH2:38]O)=[CH:30][C:29]=3[F:40])=[O:24])=[CH:19][CH:18]=1.CCN=C=NCCCN(C)C.Cl>CN(C1C=CN=CC=1)C.N1C=CC=CC=1>[C:4]([O:3][C:1]([NH:8][CH:9]([CH:10]([CH3:11])[CH3:12])[C:13]([O:15][CH2:38][CH2:37][CH2:36][C:31]1[CH:32]=[C:33]2[C:28](=[C:29]([F:40])[CH:30]=1)[N:27]=[CH:26][C:25]([C:23]([NH:22][CH2:21][C:20]1[CH:19]=[CH:18][C:17]([Cl:16])=[CH:42][CH:41]=1)=[O:24])=[C:34]2[OH:35])=[O:14])=[O:2])([CH3:5])([CH3:7])[CH3:6] |f:2.3|. Procedure: N-Boc-valine (0.13 g) is added to a solution of N-(4-chlorobenzyl)-8-fluoro-4-hydroxy-6-(3-hydroxypropyl)-3-quinolinecarboxamide from example 110 (0.15 g), EDC hydrochloride (0.11 g), and DMAP (0.016 g) in 4 mL pyridine. The reaction is stirred at room temperature overnight. The solvent is removed in vacuo and the residue partitioned between CH2Cl2 and H2O. The organic layer is washed once with water, and once with brine. The organic layer is then dried over Na2SO4, filtered, and concentrated in... The reactants are N, O=S(=O)(O)O, c1ccc(N2CCC3(CC2)OCCO3)nc1. Yields the product O=C1CCN(c2ccccn2)CC1. Reaction SMILES: [NH3:22].[S:17](=[O:18])(=[O:19])([OH:20])[OH:21].[n:1]1[c:2]([N:7]2[CH2:8][CH2:9][C:10]3([O:11][CH2:14][CH2:13][O:12]3)[CH2:15][CH2:16]2)[cH:3][cH:4][cH:5][cH:6]1>>[n:1]1[c:2]([N:7]2[CH2:8][CH2:9][C:10](=[O:11])[CH2:15][CH2:16]2)[cH:3][cH:4][cH:5][cH:6]1.